This data is from the Open Reaction Database (ORD), a public repository of structured organic reaction records. The task is: describe an organic reaction: reactants, conditions, products, and yield The reactants are BrC=1C=C(C=CC1)NCC=1C=NC=CC1 (N-(3-bromophenyl)pyridin-3-ylmethylamine), C1(=CC=CC=C1)C1=C(C=CC=C1)O (2-phenylphenol). Yields the product C1(=CC=CC=C1)C1=C(OC=2C=C(C=CC2)NCC=2C=NC=CC2)C=CC=C1 (N-(3-(2-phenylphenoxy)phenyl)pyrid-3-ylmethylamine). Reaction SMILES: Br[C:2]1[CH:3]=[C:4]([NH:8][CH2:9][C:10]2[CH:11]=[N:12][CH:13]=[CH:14][CH:15]=2)[CH:5]=[CH:6][CH:7]=1.[C:16]1([C:22]2[CH:27]=[CH:26][CH:25]=[CH:24][C:23]=2[OH:28])[CH:21]=[CH:20][CH:19]=[CH:18][CH:17]=1>>[C:16]1([C:22]2[CH:27]=[CH:26][CH:25]=[CH:24][C:23]=2[O:28][C:2]2[CH:3]=[C:4]([NH:8][CH2:9][C:10]3[CH:11]=[N:12][CH:13]=[CH:14][CH:15]=3)[CH:5]=[CH:6][CH:7]=2)[CH:17]=[CH:18][CH:19]=[CH:20][CH:21]=1. Procedure: Using the procedure of Example 342 using N-(3-bromophenyl)pyridin-3-ylmethylamine and 2-phenylphenol (Aldrich) and purifying via preparative HPLC eluting with 90:10 to 80:20 DCM/ethyl acetate gave N-(3-(2-phenylphenoxy)phenyl)pyrid-3-ylmethylamine. Anal Calcd for C24H20N2O.0.2H2O: C, 80.96; H, 5.78; N, 7.87. Found: C, 81.07; H, 5.73; N, 7.63. MS found 353.1 [M+H]+ Starting materials: CC(=O)C.OS(=O)(=O)O.O=[Cr](=O)=O (Jones Reagent), C(C)(=O)O[C@@H]1[C@]2(C)[C@@H](CC1)[C@@H]1CC=C3C[C@H](CC[C@]3(CO)[C@H]1CC2)OCC (3β-ethoxy-5-androstene-17β,19-diol 17-acetate), O (water). The solvent is CC(=O)C (acetone), CC(=O)C (acetone). The product is C(C)(=O)O.C(C)O[C@@H]1CC2=CC[C@H]3[C@@H]4CC[C@@H]([C@@]4(C)CC[C@@H]3[C@]2(CC1)C=O)O (3β-ethoxy-17β-hydroxy-5-androsten-19-one acetate). Reaction SMILES: CC(C)=O.OS(O)(=O)=O.O=[Cr](=O)=O.[C:14]([O:17][C@H:18]1[CH2:23][CH2:22][C@H:21]2[C@H:24]3[C@H:35]([CH2:36][CH2:37][C@:19]12[CH3:20])[C@:32]1([CH2:33][OH:34])[C:27]([CH2:28][C@@H:29]([O:38][CH2:39][CH3:40])[CH2:30][CH2:31]1)=[CH:26][CH2:25]3)(=[O:16])[CH3:15].O>CC(C)=O>[C:14]([OH:17])(=[O:16])[CH3:15].[CH2:39]([O:38][C@H:29]1[CH2:30][CH2:31][C@@:32]2([CH:33]=[O:34])[C:27](=[CH:26][CH2:25][C@@H:24]3[C@@H:35]2[CH2:36][CH2:37][C@@:19]2([CH3:20])[C@H:21]3[CH2:22][CH2:23][C@@H:18]2[OH:17])[CH2:28]1)[CH3:40] |f:0.1.2,6.7|. Procedure details: One equivalent of Jones Reagent is added to a solution of 3β-ethoxy-5-androstene-17β,19-diol 17-acetate in acetone at 10° C. After stirring for 30 minutes the acetone layer is poured onto cold water with vigorous stirring. The precipitate which forms is filtered, washed with water and dir dried. Crystallization of this precipitate from an ether-hexane mixture yields 3β-ethoxy-17β-hydroxy-5-androsten-19-one acetate. Reaction SMILES: [C:1]1(=[O:8])[CH2:2][CH2:3][CH2:4][C:5](=[O:6])[O:7]1.[C:9](#[CH:10])[c:11]1[cH:12][c:13]([NH2:14])[cH:15][cH:16][cH:17]1.[Cl:18][CH2:19][Cl:20]>>[C:1]([CH2:2][CH2:3][CH2:4][C:5](=[O:6])[NH:14][c:13]1[cH:12][c:11]([C:9]#[CH:10])[cH:17][cH:16][cH:15]1)([OH:7])=[O:8]. Starting materials: O=C1CCCC(=O)O1, C#Cc1cccc(N)c1, ClCCl. Yields the product C#Cc1cccc(NC(=O)CCCC(=O)O)c1. Reactants: [OH-].[Na+] (sodium hydroxide), COC(CC1=C(C=C(C=C1)C1=C(C=C(C=C1)C(CC)(C1=CC(=C(C=C1)CCC(CC)(O)CC)C)CC)C)F)=O ((4′-{1-ethyl-1-[4-(3-ethyl-3-hydroxy-pentyl)-3-methyl-phenyl]-propyl}-3-fluoro-2′-methyl-biphenyl-4-yl)acetic acid methyl ester), [Cl-].[NH4+] (ammonium chloride). The solvent is CO (methanol). Reaction conditions: time 4 hour. The product is C(C)C(CC)(C1=CC(=C(C=C1)CCC(CC)(O)CC)C)C1=CC(=C(C=C1)C1=CC(=C(C=C1)CC(=O)O)F)C ((4′-{1-ethyl-1-[4-(3-ethyl-3-hydroxy-pentyl)-3-methyl-phenyl]-propyl}-3-fluoro-2′-methyl-biphenyl-4-yl)-acetic Acid). Yield: 104.5%. As a reaction SMILES: [OH-].[Na+].C[O:4][C:5](=[O:41])[CH2:6][C:7]1[CH:12]=[CH:11][C:10]([C:13]2[CH:18]=[CH:17][C:16]([C:19]([CH2:37][CH3:38])([C:22]3[CH:27]=[CH:26][C:25]([CH2:28][CH2:29][C:30]([CH2:34][CH3:35])([OH:33])[CH2:31][CH3:32])=[C:24]([CH3:36])[CH:23]=3)[CH2:20][CH3:21])=[CH:15][C:14]=2[CH3:39])=[CH:9][C:8]=1[F:40].[Cl-].[NH4+]>CO>[CH2:20]([C:19]([C:16]1[CH:17]=[CH:18][C:13]([C:10]2[CH:11]=[CH:12][C:7]([CH2:6][C:5]([OH:41])=[O:4])=[C:8]([F:40])[CH:9]=2)=[C:14]([CH3:39])[CH:15]=1)([C:22]1[CH:27]=[CH:26][C:25]([CH2:28][CH2:29][C:30]([CH2:31][CH3:32])([OH:33])[CH2:34][CH3:35])=[C:24]([CH3:36])[CH:23]=1)[CH2:37][CH3:38])[CH3:21] |f:0.1,3.4|. Reported procedure: A 2 N sodium hydroxide aqueous solution (0.21 mL) was added to a solution of (4′-{1-ethyl-1-[4-(3-ethyl-3-hydroxy-pentyl)-3-methyl-phenyl]-propyl}-3-fluoro-2′-methyl-biphenyl-4-yl)acetic acid methyl ester (Example 109-(1); 37.5 mg, 0.0703 mmol) in methanol (0.7 mL), and the mixture was stirred for four hours. A saturated aqueous ammonium chloride solution was added to the reaction mixture, followed by extraction with ethyl acetate. The organic layer was washed with water, dried over anhydrous so...